From a dataset of the Open Reaction Database (ORD), a public repository of structured organic reaction records. describe an organic reaction: reactants, conditions, products, and yield RXN SMILES: [CH3:1][NH:2][C:3]([CH:5]1[C:17]2[CH:16]=[CH:15][CH:14]=[CH:13][C:12]=2[C:11]2[C:6]1=[CH:7][CH:8]=[CH:9][CH:10]=2)=[O:4].[C:18](#[N:21])[CH:19]=[CH2:20]>O1CCCC1>[C:18]([CH2:19][CH2:20][C:5]1([C:3](=[O:4])[NH:2][CH3:1])[C:6]2[CH:7]=[CH:8][CH:9]=[CH:10][C:11]=2[C:12]2[C:17]1=[CH:16][CH:15]=[CH:14][CH:13]=2)#[N:21]. The solvent is O1CCCC1 (tetrahydrofuran). Reported procedure: A 36.8 g. portion of 9-(N-methylcarbamoyl)fluorene was reacted with 10.6 g. of acrylonitrile in the presence of 10 g. of Triton B in tetrahydrofuran as described in Example 4. The reaction mixture was then concentrated under vacuum to a semi-solid, which was added to ice-water/ethyl acetate. The organic layer was separated, washed with water, and dried over sodium sulfate. The solution was evaporated to dryness to obtain 45.8 g. of crude product, which was crystallized from ethyl acetate/hexane ... Reactants: CNC(=O)C1C2=CC=CC=C2C=2C=CC=CC12 (9-(N-methylcarbamoyl)fluorene), C(C=C)#N (acrylonitrile). Product: C(#N)CCC1(C2=CC=CC=C2C=2C=CC=CC12)C(NC)=O (9-(2-cyanoethyl)-9-(N-methylcarbamoyl)fluorene). The reactants are BrCCNCCBr (bis-(2-bromo-ethyl)-amine), ClC(=O)OCC (ethyl chloroformate), Cl (HCl), [OH-].[Na+] (NaOH). Solvent: O (water). Product: C(C)OC(N(CCBr)CCBr)=O (Bis-(2-bromo-ethyl)-carbamic acid ethyl ester). Isolated yield 30.7%. As a reaction SMILES: [Br:1][CH2:2][CH2:3][NH:4][CH2:5][CH2:6][Br:7].Cl[C:9]([O:11][CH2:12][CH3:13])=[O:10].[OH-].[Na+].Cl>O>[CH2:12]([O:11][C:9](=[O:10])[N:4]([CH2:5][CH2:6][Br:7])[CH2:3][CH2:2][Br:1])[CH3:13] |f:2.3|. Reported procedure: To a stirred solution of bis-(2-bromo-ethyl)-amine (1 g, 3.21 mmol) in water (10 mL) at 0° C. was added ethyl chloroformate (0.293 mL, 3.08 mmol) and then NaOH (4.01 mL, 8.02 mmol), and stirred for 10 min at 0° C. The reaction mixture was acidified by 2 N HCl to pH 5, and extracted three times with 20 mL of ethyl acetate, dried over Na2SO4 and concentrated in vacuo. The crude product was purified by flash chromatography (gradient of 85:15 to 70:30 heptane/ethyl acetate in 30 min) to give the tit... The reactants are CC(=O)O, CO, [Li+], C1CCOC1, [OH-], O, O, O=C(O)C(=O)O, CCOC(=O)C1CN(Cc2cc(-c3noc(-c4cc(-c5ccccc5)c(C(F)(F)F)s4)n3)co2)C1. The product is O=C(O)C1CN(Cc2cc(-c3noc(-c4cc(-c5ccccc5)c(C(F)(F)F)s4)n3)co2)C1. RXN SMILES: [CH3:39][C:40](=[O:41])[OH:42].[CH3:49][OH:50].[Li+:38].[O:52]1[CH2:53][CH2:54][CH2:55][CH2:56]1.[OH-:37].[OH2:36].[OH2:51].[OH:43][C:44]([C:45](=[O:46])[OH:47])=[O:48].[c:1]1(-[c:7]2[cH:8][c:9](-[c:16]3[n:17][c:18](-[c:21]4[cH:22][c:23]([CH2:26][N:27]5[CH2:28][CH:29]([C:31](=[O:32])[O:33][CH2:34][CH3:35])[CH2:30]5)[o:24][cH:25]4)[n:19][o:20]3)[s:10][c:11]2[C:12]([F:13])([F:14])[F:15])[cH:2][cH:3][cH:4][cH:5][cH:6]1>>[c:1]1(-[c:7]2[cH:8][c:9](-[c:16]3[n:17][c:18](-[c:21]4[cH:22][c:23]([CH2:26][N:27]5[CH2:28][CH:29]([C:31](=[O:32])[OH:33])[CH2:30]5)[o:24][cH:25]4)[n:19][o:20]3)[s:10][c:11]2[C:12]([F:13])([F:14])[F:15])[cH:2][cH:3][cH:4][cH:5][cH:6]1.